From a dataset of the Open Reaction Database (ORD), a public repository of structured organic reaction records. describe an organic reaction: reactants, conditions, products, and yield Starting materials: final solution, C(CCCC(=O)O)(=O)O (glutaric acid), [OH-].[NH4+] (ammonium hydroxide). Solvent: O (water), O (water). Reaction conditions: time 36 hour. Product: solution, C(CCCC(=O)[O-])(=O)[O-].[NH4+].[NH4+] (diammonium glutarate). Isolated yield 10.0%. Reaction SMILES: [C:1]([OH:9])(=[O:8])[CH2:2][CH2:3][CH2:4][C:5]([OH:7])=[O:6].[OH-].[NH4+:11]>O>[C:1]([O-:9])(=[O:8])[CH2:2][CH2:3][CH2:4][C:5]([O-:7])=[O:6].[NH4+:11].[NH4+:11] |f:1.2,4.5.6|. Reported procedure: A 10% solution of diammonium glutarate was prepared by neutralizing 50 g. of glutaric acid in water with aqueous ammonium hydroxide and bringing the final solution to 500 ml. with water. This was sprayed on wild ivy and quakegrass. Both were dead within 36 hours. Reactants: O=C(NCCC1CC1)c1ccc(N2CCNCC2)nn1, CN(C)c1ccc(Cl)c(C(=O)O)c1. The product is CN(C)c1ccc(Cl)c(C(=O)N2CCN(c3ccc(C(=O)NCCC4CC4)nn3)CC2)c1. RXN SMILES: [CH:14]1([CH2:17][CH2:18][NH:19][C:20](=[O:21])[c:22]2[n:23][n:24][c:25]([N:28]3[CH2:29][CH2:30][NH:31][CH2:32][CH2:33]3)[cH:26][cH:27]2)[CH2:15][CH2:16]1.[Cl:1][c:2]1[c:3]([C:4](=[O:5])[OH:6])[cH:7][c:8]([N:11]([CH3:12])[CH3:13])[cH:9][cH:10]1>>[Cl:1][c:2]1[c:3]([C:4](=[O:6])[N:31]2[CH2:30][CH2:29][N:28]([c:25]3[n:24][n:23][c:22]([C:20]([NH:19][CH2:18][CH2:17][CH:14]4[CH2:15][CH2:16]4)=[O:21])[cH:27][cH:26]3)[CH2:33][CH2:32]2)[cH:7][c:8]([N:11]([CH3:12])[CH3:13])[cH:9][cH:10]1. Starting materials: C[S-], CN(C)C=O, Cc1nc2cnc3ccccc3c2n1CCCCCl, [Na+], O. Product: CSCCCCn1c(C)nc2cnc3ccccc3c21. As a reaction SMILES: [CH3:1][S-:2].[CH3:24][N:25]([CH3:26])[CH:27]=[O:28].[Cl:4][CH2:5][CH2:6][CH2:7][CH2:8][n:9]1[c:10]([CH3:22])[n:11][c:12]2[cH:13][n:14][c:15]3[cH:16][cH:17][cH:18][cH:19][c:20]3[c:21]12.[Na+:3].[OH2:23]>>[CH3:1][S:2][CH2:5][CH2:6][CH2:7][CH2:8][n:9]1[c:10]([CH3:22])[n:11][c:12]2[cH:13][n:14][c:15]3[cH:16][cH:17][cH:18][cH:19][c:20]3[c:21]12. The reactants are CCOC(=O)N=NC(=O)OCC, C1CCOC1, COC(=O)C(CNS(=O)(=O)c1ccc(O)cc1)N1CCN(S(C)(=O)=O)CC1, OCc1ccnc(-c2ccccc2)c1, c1ccc(P(c2ccccc2)c2ccccc2)cc1. The product is COC(=O)C(CNS(=O)(=O)c1ccc(OCc2ccnc(-c3ccccc3)c2)cc1)N1CCN(S(C)(=O)=O)CC1. RXN SMILES: [O:1]=[C:2]([O:3][CH2:4][CH3:5])[N:6]=[N:7][C:8]([O:9][CH2:10][CH3:11])=[O:12].[O:73]1[CH2:74][CH2:75][CH2:76][CH2:77]1.[OH:13][c:14]1[cH:15][cH:16][c:17]([S:20](=[O:21])(=[O:22])[NH:23][CH2:24][CH:25]([C:26](=[O:27])[O:28][CH3:29])[N:30]2[CH2:31][CH2:32][N:33]([S:36](=[O:37])(=[O:38])[CH3:39])[CH2:34][CH2:35]2)[cH:18][cH:19]1.[c:40]1(-[c:46]2[n:47][cH:48][cH:49][c:50]([CH2:52][OH:53])[cH:51]2)[cH:41][cH:42][cH:43][cH:44][cH:45]1.[c:54]1([P:55]([c:56]2[cH:57][cH:58][cH:59][cH:60][cH:61]2)[c:62]2[cH:63][cH:64][cH:65][cH:66][cH:67]2)[cH:68][cH:69][cH:70][cH:71][cH:72]1>>[O:13]([c:14]1[cH:15][cH:16][c:17]([S:20](=[O:21])(=[O:22])[NH:23][CH2:24][CH:25]([C:26](=[O:27])[O:28][CH3:29])[N:30]2[CH2:31][CH2:32][N:33]([S:36](=[O:37])(=[O:38])[CH3:39])[CH2:34][CH2:35]2)[cH:18][cH:19]1)[CH2:52][c:50]1[cH:49][cH:48][n:47][c:46](-[c:40]2[cH:41][cH:42][cH:43][cH:44][cH:45]2)[cH:51]1.